From a dataset of the Open Reaction Database (ORD), a public repository of structured organic reaction records. describe an organic reaction: reactants, conditions, products, and yield Starting materials: N[C@@H](CO)C ((R)-2-aminopropan-1-ol), NC1=C(C#N)C(=CC=C1)F (2-amino-6-fluoro-benzonitrile). The product is NC1=C(C#N)C(=CC=C1)OC[C@@H](C)N ((R)-2-amino-6-(2-aminopropoxy)benzonitrile). As a reaction SMILES: [NH2:1][C@H:2]([CH3:5])[CH2:3][OH:4].[NH2:6][C:7]1[CH:14]=[CH:13][CH:12]=[C:11](F)[C:8]=1[C:9]#[N:10]>>[NH2:6][C:7]1[CH:14]=[CH:13][CH:12]=[C:11]([O:4][CH2:3][C@H:2]([NH2:1])[CH3:5])[C:8]=1[C:9]#[N:10]. Procedure details: Prepared as in Example 24d from (R)-2-aminopropan-1-ol and 2-amino-6-fluoro-benzonitrile as brown solid (81%). 1H NMR (400 MHz, DMSO-d6) δ 1.01 (d, J=6.5 Hz, 3H), 3.08 (m, 1H), 3.71 (d, J=6.1 Hz, 2H), 5.95 (s, 2H), 6.15 (d, J=8.3 Hz, 1H), 6.2 (d, J=8.3 Hz, 1H), 7.13 (t, J=8.3 Hz, 1H). MS 192 (MH+). Reactants: COc1ccc(N)cc1, O=C1NC(=O)C(c2ccccc2)=C1Cl, CN(C)C=O. The product is COc1ccc(NC2=C(c3ccccc3)C(=O)NC2=O)cc1. Reaction SMILES: [CH3:15][O:16][c:17]1[cH:18][cH:19][c:20]([NH2:21])[cH:22][cH:23]1.[Cl:1][C:2]1=[C:6]([c:7]2[cH:8][cH:9][cH:10][cH:11][cH:12]2)[C:5](=[O:13])[NH:4][C:3]1=[O:14].[O:24]=[CH:25][N:26]([CH3:27])[CH3:28]>>[C:2]1([NH:21][c:20]2[cH:19][cH:18][c:17]([O:16][CH3:15])[cH:23][cH:22]2)=[C:6]([c:7]2[cH:8][cH:9][cH:10][cH:11][cH:12]2)[C:5](=[O:13])[NH:4][C:3]1=[O:14]. The reactants are ClCCl, CC(C)(C)OC(=O)N1CCN(C(=O)c2cc(Cn3ccc(=O)c4ccccc43)ccc2F)CC1, O=C(O)C(F)(F)F. The product is O=C(c1cc(Cn2ccc(=O)c3ccccc32)ccc1F)N1CCNCC1. As a reaction SMILES: [Cl:42][CH2:43][Cl:44].[F:1][c:2]1[c:3]([C:4](=[O:5])[N:6]2[CH2:7][CH2:8][N:9]([C:12]([O:13][C:14]([CH3:15])([CH3:16])[CH3:17])=[O:18])[CH2:10][CH2:11]2)[cH:19][c:20]([CH2:23][n:24]2[cH:25][cH:26][c:27](=[O:34])[c:28]3[cH:29][cH:30][cH:31][cH:32][c:33]23)[cH:21][cH:22]1.[F:35][C:36]([F:37])([F:38])[C:39]([OH:40])=[O:41]>>[F:1][c:2]1[c:3]([C:4](=[O:5])[N:6]2[CH2:7][CH2:8][NH:9][CH2:10][CH2:11]2)[cH:19][c:20]([CH2:23][n:24]2[cH:25][cH:26][c:27](=[O:34])[c:28]3[cH:29][cH:30][cH:31][cH:32][c:33]23)[cH:21][cH:22]1.